This data is from the Open Reaction Database (ORD), a public repository of structured organic reaction records. The task is: describe an organic reaction: reactants, conditions, products, and yield The reactants are chlorides, CC1=CC(=CC(N1)=O)C1=CC=C(C=C1)C(F)(F)F (6-methyl-4-(4-trifluoromethyl-phenyl)-1H-pyridin-2-one), P(=O)(Cl)(Cl)Cl (phosphoryl chloride). Product: ClC1=NC(=CC(=C1)C1=CC=C(C=C1)C(F)(F)F)C (2-Chloro-6-methyl-4-(4-trifluoromethyl-phenyl)-pyridine), solid. Isolated yield 81.0%. RXN SMILES: [CH3:1][C:2]1[NH:7][C:6](=O)[CH:5]=[C:4]([C:9]2[CH:14]=[CH:13][C:12]([C:15]([F:18])([F:17])[F:16])=[CH:11][CH:10]=2)[CH:3]=1.P(Cl)(Cl)([Cl:21])=O>>[Cl:21][C:6]1[CH:5]=[C:4]([C:9]2[CH:14]=[CH:13][C:12]([C:15]([F:18])([F:17])[F:16])=[CH:11][CH:10]=2)[CH:3]=[C:2]([CH3:1])[N:7]=1. Reported procedure: The title compound was prepared from 6-methyl-4-(4-trifluoromethyl-phenyl)-1H-pyridin-2-one (20 g, 79 mmol) and phosphoryl chloride (36.0 mL, 395 mmol) according to the general procedure Ia to d preparation of chlorides. Obtained as an off-white solid (17.35 g, 81%). NMR (DMSO-d6) δ 7.71 (s, 1H), 7.73 (s, 1H), 7.88 (d, 2H, J=8.1 Hz), 8.05 (d, 2H, J=8.1 Hz) ppm. Reaction SMILES: [C-:14]#[N:15].[CH2:1]1[C:2](=[O:10])[CH2:3][c:4]2[cH:5][cH:6][cH:7][cH:8][c:9]21.[CH3:12][NH2:13].[CH3:17][OH:18].[ClH:11].[K+:16].[OH2:19]>>[CH2:1]1[C:2]([NH:13][CH3:12])([C:14]#[N:15])[CH2:3][c:4]2[cH:5][cH:6][cH:7][cH:8][c:9]21.[ClH:11]. Yields the product CNC1(C#N)Cc2ccccc2C1, Cl. The reactants are [C-]#N, O=C1Cc2ccccc2C1, CN, CO, Cl, [K+], O. As a reaction SMILES: [CH2:26]1[O:27][CH2:28][CH2:29][CH2:30]1.[CH3:1][c:2]1[cH:3][c:4]([CH2:5][CH:6]2[CH2:7][CH2:8][c:9]3[nH:10][c:11]([C:14](=[O:15])[O:16][CH3:17])[cH:12][c:13]32)[cH:18][cH:19][c:20]1[CH3:21].[CH3:24][OH:25].[Li+:22].[OH-:23]>>[CH3:1][c:2]1[cH:3][c:4]([CH2:5][CH:6]2[CH2:7][CH2:8][c:9]3[nH:10][c:11]([C:14](=[O:15])[OH:16])[cH:12][c:13]32)[cH:18][cH:19][c:20]1[CH3:21]. The reactants are C1CCOC1, COC(=O)c1cc2c([nH]1)CCC2Cc1ccc(C)c(C)c1, CO, [Li+], [OH-]. Yields the product Cc1ccc(CC2CCc3[nH]c(C(=O)O)cc32)cc1C. Starting materials: C(C1=CC=C(C(=O)O)C=C1)(=O)O (terephthalic acid), C(C1=CC=C(C(=O)O)C=C1)(=O)O (terephthalic acid). Run in O (water). Yields the product C(=O)(O)C1=CC=C(C=O)C=C1 (4-carboxybenzaldehyde). As a reaction SMILES: [C:1](O)(=[O:11])[C:2]1[CH:10]=[CH:9][C:5]([C:6]([OH:8])=[O:7])=[CH:4][CH:3]=1>O>[C:6]([C:5]1[CH:9]=[CH:10][C:2]([CH:1]=[O:11])=[CH:3][CH:4]=1)([OH:8])=[O:7]. Reported procedure: A process for the production of high purity terephthalic acid comprising the steps of dissolving a crude terephthalic acid in a solvent consisting essentially of water to form an aqueous solution of crude terephthalic acid having a content of 4-carboxybenzaldehyde of at least 1,000 ppm, said crude terephthalic acid being obtained by the oxidation of a paradialkylbenzene, subjecting said aqueous solution of crude terephthalic acid having a content of 4-carboxybenzaldehyde of at least 1,000 ppm to... Starting materials: ClCCl, CC1CN(c2ccc(F)cc2C(F)(F)F)CCN1S(=O)(=O)c1cccc(C2CCN(C(=O)OC(C)(C)C)CC2)c1, O=C(O)C(F)(F)F. The product is CC1CN(c2ccc(F)cc2C(F)(F)F)CCN1S(=O)(=O)c1cccc(C2CCNCC2)c1. RXN SMILES: [Cl:48][CH2:49][Cl:50].[F:1][c:2]1[cH:3][c:4]([C:37]([F:38])([F:39])[F:40])[c:5]([N:8]2[CH2:9][CH:10]([CH3:36])[N:11]([S:14](=[O:15])(=[O:16])[c:17]3[cH:18][c:19]([CH:23]4[CH2:24][CH2:25][N:26]([C:29]([O:30][C:31]([CH3:32])([CH3:33])[CH3:34])=[O:35])[CH2:27][CH2:28]4)[cH:20][cH:21][cH:22]3)[CH2:12][CH2:13]2)[cH:6][cH:7]1.[F:41][C:42]([F:43])([F:44])[C:45]([OH:46])=[O:47]>>[F:1][c:2]1[cH:3][c:4]([C:37]([F:38])([F:39])[F:40])[c:5]([N:8]2[CH2:9][CH:10]([CH3:36])[N:11]([S:14](=[O:15])(=[O:16])[c:17]3[cH:18][c:19]([CH:23]4[CH2:24][CH2:25][NH:26][CH2:27][CH2:28]4)[cH:20][cH:21][cH:22]3)[CH2:12][CH2:13]2)[cH:6][cH:7]1.